describe an organic reaction: reactants, conditions, products, and yield From a dataset of the Open Reaction Database (ORD), a public repository of structured organic reaction records. Reactants: CCOC(C)=O, Cl, C1COCCO1, CC(C)(C)OC(=O)N1CCc2c(n(CCOc3cccc4c3CCCC4)c3ccccc23)CC1. Yields the product Cl, c1cc2c(c(OCCn3c4c(c5ccccc53)CCNCC4)c1)CCCC2. Reaction SMILES: [CH3:36][CH2:37][O:38][C:39]([CH3:40])=[O:41].[ClH:35].[O:42]1[CH2:43][CH2:44][O:45][CH2:46][CH2:47]1.[c:1]1([O:11][CH2:12][CH2:13][n:14]2[c:15]3[c:16]([c:17]4[cH:18][cH:19][cH:20][cH:21][c:22]24)[CH2:23][CH2:24][N:25]([C:28]([O:29][C:30]([CH3:31])([CH3:32])[CH3:33])=[O:34])[CH2:26][CH2:27]3)[cH:2][cH:3][cH:4][c:5]2[c:10]1[CH2:9][CH2:8][CH2:7][CH2:6]2>>[ClH:35].[c:1]1([O:11][CH2:12][CH2:13][n:14]2[c:15]3[c:16]([c:17]4[cH:18][cH:19][cH:20][cH:21][c:22]24)[CH2:23][CH2:24][NH:25][CH2:26][CH2:27]3)[cH:2][cH:3][cH:4][c:5]2[c:10]1[CH2:9][CH2:8][CH2:7][CH2:6]2.